This data is from the Open Reaction Database (ORD), a public repository of structured organic reaction records. The task is: describe an organic reaction: reactants, conditions, products, and yield Starting materials: C(C)(C)(C)OC(=O)N1CCC(CC1)C(=O)NN (4-Hydrazinocarbonyl-piperidine-1-carboxylic acid tert-butyl ester), C1CCOC1 (THF). Conditions: temperature 50 celsius, time 4 hour. The product is C(C)(C)(C)OC(=O)N1CCC(CC1)C=1OC(=NN1)C (4-(5-Methyl-[1,3,4]oxadiazol-2-yl)-piperidine-1-carboxylic acid tert-butyl ester). The yield is 81.0%. As a reaction SMILES: [C:1]([O:5][C:6]([N:8]1[CH2:13][CH2:12][CH:11]([C:14]([NH:16][NH2:17])=[O:15])[CH2:10][CH2:9]1)=[O:7])([CH3:4])([CH3:3])[CH3:2].[CH2:18]1COC[CH2:19]1>>[C:1]([O:5][C:6]([N:8]1[CH2:13][CH2:12][CH:11]([C:14]2[O:15][C:18]([CH3:19])=[N:17][N:16]=2)[CH2:10][CH2:9]1)=[O:7])([CH3:4])([CH3:2])[CH3:3]. Procedure details: To a solution of 9.0 g of 4-Hydrazinocarbonyl-piperidine-1-carboxylic acid tert-butyl ester (see reference WO 9703986 A1 19970206) (37 mmoles, 1 eq.) in 40 ml of THF, were added 8.1 ml of (55.4 mmoles, 1.5 eq.). The reaction mixture was then stirred at 50° C. for 4 hours under nitrogen. The solvent was removed under reduced pressure, the residue dissolved in 40 ml of toluene, and 400 mg of para toluene sulfonic acid were added. The mixture was then heated at 100° C. under nitrogen for 18 hours, ... Reactants: CCOC(C)=O, O=C([O-])N1CC2CC1CN2c1ccc(-c2ccccc2)nn1. The product is c1ccc(-c2ccc(N3CC4CC3CN4)nn2)cc1. As a reaction SMILES: [CH3:23][CH2:24][O:25][C:26](=[O:27])[CH3:28].[c:1]1(-[c:7]2[cH:8][cH:9][c:10]([N:13]3[CH:14]4[CH2:15][N:16]([C:20]([O-:21])=[O:22])[CH:17]([CH2:18]3)[CH2:19]4)[n:11][n:12]2)[cH:2][cH:3][cH:4][cH:5][cH:6]1>>[c:1]1(-[c:7]2[cH:8][cH:9][c:10]([N:13]3[CH:14]4[CH2:15][NH:16][CH:17]([CH2:18]3)[CH2:19]4)[n:11][n:12]2)[cH:2][cH:3][cH:4][cH:5][cH:6]1. Reactants: C1(CCCC1)C1C2=C(B(O1)O)C=C(C=C2)NC(C2=C(C=CC=C2)C(F)(F)F)=O (N-(3-cyclopentyl-1-hydroxy-1,3-dihydro-benzo[c][1,2]oxaborol-6-yl)-2-trifluoromethyl-benzamide), ClC1=C(C(=O)Cl)C=CC=C1 (2-chlorobenzoyl chloride). Yields the product ClC1=C(C(=O)NC=2C=CC3=C(B(OC3C3CCCC3)O)C2)C=CC=C1 (2-Chloro-N-(3-cyclopentyl-1-hydroxy-1,3-dihydro-benzo[c][1,2]oxaborol-6-yl)-benzamide). As a reaction SMILES: [CH:1]1([CH:6]2[O:10][B:9]([OH:11])[C:8]3[CH:12]=[C:13]([NH:16][C:17](=[O:28])[C:18]4[CH:23]=[CH:22][CH:21]=[CH:20][C:19]=4C(F)(F)F)[CH:14]=[CH:15][C:7]2=3)[CH2:5][CH2:4][CH2:3][CH2:2]1.[Cl:29]C1C=CC=CC=1C(Cl)=O>>[Cl:29][C:19]1[CH:20]=[CH:21][CH:22]=[CH:23][C:18]=1[C:17]([NH:16][C:13]1[CH:14]=[CH:15][C:7]2[CH:6]([CH:1]3[CH2:5][CH2:4][CH2:3][CH2:2]3)[O:10][B:9]([OH:11])[C:8]=2[CH:12]=1)=[O:28]. Procedure details: The title compound was prepared using a procedure similar to that of N-(3-cyclopentyl-1-hydroxy-1,3-dihydro-benzo[c][1,2]oxaborol-6-yl)-2-trifluoromethyl-benzamide with 2-chlorobenzoyl chloride replacing 2-trifluoromethylbenzoyl chloride. Data: LCMS (M/Z): 356 (M+H); 1H NMR (acetone) δ: 9.51 (br. s., 1H), 8.18 (d, J=1.8 Hz, 1H), 7.79 (dd, J=8.2, 2.0 Hz, 1H), 7.60 (dd, J=7.0, 1.7 Hz, 1H), 7.36-7.52 (m, 5H), 5.13 (d, J=4.8 Hz, 1H), 2.32 (quin, J=8.2 Hz, 1H), 1.82-1.92 (m, 1H), 1.63-1.74 (m, 2H), 1... The reactants are ClC1=CC=C(C=C1)C=1SC=2C(N(CCC2N1)C=1C=C2C=CN(C2=CC1)[Si](C(C)C)(C(C)C)C(C)C)=O (2-(4-chloro-phenyl)-5-(1-triisopropylsilanyl-1H-indol-5-yl)-6,7-dihydro-5H-thiazolo[5,4-c]pyridin-4-one), [F-].C(CCC)[N+](CCCC)(CCCC)CCCC (tetrabutyl-ammonium fluoride). Solvent: C1CCOC1 (THF). Conditions: time 2 hour. Product: ClC1=CC=C(C=C1)C=1SC=2C(N(CCC2N1)C=1C=C2C=CNC2=CC1)=O (2-(4-Chloro-phenyl)-5-(1H-indol-5-yl)-6,7-dihydro-5H-thiazolo[5,4-c]pyridin-4-one). Yield: 89.4%. Reaction SMILES: [Cl:1][C:2]1[CH:7]=[CH:6][C:5]([C:8]2[S:9][C:10]3[C:11](=[O:36])[N:12]([C:17]4[CH:18]=[C:19]5[C:23](=[CH:24][CH:25]=4)[N:22]([Si](C(C)C)(C(C)C)C(C)C)[CH:21]=[CH:20]5)[CH2:13][CH2:14][C:15]=3[N:16]=2)=[CH:4][CH:3]=1.[F-].C([N+](CCCC)(CCCC)CCCC)CCC>C1COCC1>[Cl:1][C:2]1[CH:7]=[CH:6][C:5]([C:8]2[S:9][C:10]3[C:11](=[O:36])[N:12]([C:17]4[CH:18]=[C:19]5[C:23](=[CH:24][CH:25]=4)[NH:22][CH:21]=[CH:20]5)[CH2:13][CH2:14][C:15]=3[N:16]=2)=[CH:4][CH:3]=1 |f:1.2|. Procedure details: Mix 2-(4-chloro-phenyl)-5-(1-triisopropylsilanyl-1H-indol-5-yl)-6,7-dihydro-5H-thiazolo[5,4-c]pyridin-4-one (4.23 g, 7.89 mmol) in THF (50 mL) and add tetrabutyl-ammonium fluoride (1.0M in THF, 10 vmL, 10 mmol). Stir the red solution at room temperature for 2 h, then quench with aqueous 2M NH4Cl (50 mL) and extract with CH2Cl2 (3×50 mL). Dry, filter, and concentrate the organic solution. Purify the crude material by flash chromatography, using 8% MeOH (2N NH3)/CHCl3 as eluent, then triturate the... The reactants are S(C1=CC=CC=C1)CCCCCCSC1=C(CO)C=CC=C1 (2-(6-thiophenoxyhexylthio)benzyl alcohol). The reagents and catalysts are [O-2].[O-2].[Mn+4] (manganese dioxide). The solvent is C(C)(=O)OCC (ethyl acetate), C(C)(=O)OCC (ethyl acetate). Yields the product S(C1=CC=CC=C1)CCCCCCSC1=C(C=O)C=CC=C1 (2-(6-thiophenoxyhexylthio)benzaldehyde). As a reaction SMILES: [S:1]([CH2:8][CH2:9][CH2:10][CH2:11][CH2:12][CH2:13][S:14][C:15]1[CH:22]=[CH:21][CH:20]=[CH:19][C:16]=1[CH2:17][OH:18])[C:2]1[CH:7]=[CH:6][CH:5]=[CH:4][CH:3]=1>C(OCC)(=O)C.[O-2].[O-2].[Mn+4]>[S:1]([CH2:8][CH2:9][CH2:10][CH2:11][CH2:12][CH2:13][S:14][C:15]1[CH:22]=[CH:21][CH:20]=[CH:19][C:16]=1[CH:17]=[O:18])[C:2]1[CH:3]=[CH:4][CH:5]=[CH:6][CH:7]=1 |f:2.3.4|. Reported procedure: To a suspension of manganese dioxide (11.78 g, 0.135 mole) in ethyl acetate (30 ml) is added a solution of 2-(6-thiophenoxyhexylthio)benzyl alcohol (1.23 g; 0.0037 mole) in ethyl acetate (20 ml). The reaction is conducted as in Example 1c).